From a dataset of the Open Reaction Database (ORD), a public repository of structured organic reaction records. describe an organic reaction: reactants, conditions, products, and yield Starting materials: [K].C(=O)C(C#N)CC#N (formyl succinonitrile potassium salt), FC1=CC=C(C=C1)C(N)C1=CC=C(C=C1)F (1,1-bis(4-fluorophenyl) methaneamine), C(C)(=O)O (acetic acid). Run in O (water). Reaction conditions: temperature 100 celsius, time 30 minute. Product: FC1=CC=C(C=C1)C(C1=CC=C(C=C1)F)N\C=C(\C#N)/CC#N ((2E)-2-({(bis(4-fluorophenyl)methyl]amino}methylene)butanedinitrile). RXN SMILES: [K].[CH:2]([CH:4]([CH2:7][C:8]#[N:9])[C:5]#[N:6])=O.[F:10][C:11]1[CH:16]=[CH:15][C:14]([CH:17]([C:19]2[CH:24]=[CH:23][C:22]([F:25])=[CH:21][CH:20]=2)[NH2:18])=[CH:13][CH:12]=1.C(O)(=O)C>O>[F:10][C:11]1[CH:12]=[CH:13][C:14]([CH:17]([NH:18]/[CH:2]=[C:4](\[CH2:7][C:8]#[N:9])/[C:5]#[N:6])[C:19]2[CH:24]=[CH:23][C:22]([F:25])=[CH:21][CH:20]=2)=[CH:15][CH:16]=1 |f:0.1,^1:0|. Reported procedure: To a solution of formyl succinonitrile potassium salt (6.67 g, 45.6 mmol) and 1,1-bis(4-fluorophenyl) methaneamine (11.0 g, 50.2 mmol) in water (19 ml) was added acetic acid (19 ml) at room temperature, and the mixture was stirred 100° C. for 30 minutes. The solvent was distilled off under reduced pressure. The residue was poured into iced water, made basic with potassium carbonate and then extracted with ethyl acetate. The extract was washed with water and dried over anhydrous magnesium sulfate...